Dataset: the Open Reaction Database (ORD), a public repository of structured organic reaction records. Task: describe an organic reaction: reactants, conditions, products, and yield Starting materials: BrOBr, CC(CBr)COC(C)(C)C, N#C[Na], O. Yields the product CC(CC#N)COC(C)(C)C. Reaction SMILES: [Br:11][O:12][Br:13].[C:1]([CH3:2])([CH3:3])([CH3:4])[O:5][CH2:6][CH:7]([CH2:8][Br:9])[CH3:10].[Na:14][C:15]#[N:16].[OH2:17]>>[C:1]([CH3:2])([CH3:3])([CH3:4])[O:5][CH2:6][CH:7]([CH2:8][C:15]#[N:16])[CH3:10]. Reactants: CC1=C2C=NNC2=CC(=C1)[N+](=O)[O-] (4-methyl-6-nitro-1H-indazole), BrC1CCC1 (bromocyclobutane). RXN SMILES: [CH3:1][C:2]1[CH:10]=[C:9]([N+:11]([O-])=O)[CH:8]=[C:7]2[C:3]=1[CH:4]=[N:5][NH:6]2.Br[CH:15]1[CH2:18][CH2:17][CH2:16]1>>[CH:15]1([N:6]2[C:7]3[C:3](=[C:2]([CH3:1])[CH:10]=[C:9]([NH2:11])[CH:8]=3)[CH:4]=[N:5]2)[CH2:18][CH2:17][CH2:16]1.[CH:15]1([N:5]2[CH:4]=[C:3]3[C:7]([CH:8]=[C:9]([NH2:11])[CH:10]=[C:2]3[CH3:1])=[N:6]2)[CH2:18][CH2:17][CH2:16]1. Procedure: In accordance with Example 24 (Steps 1 and 2), 4-methyl-6-nitro-1H-indazole was used instead of 6-nitro-1H-indazole, and bromocyclobutane was used instead of chlorodifluoroacetic acid sodium to obtain 1-cyclobutyl-4-methyl-1H-indazol-6-amine and 2-cyclobutyl-4-methyl-2H-indazol-6-amine. The product is C1(CCC1)N1N=CC2=C(C=C(C=C12)N)C (1-cyclobutyl-4-methyl-1H-indazol-6-amine), C1(CCC1)N1N=C2C=C(C=C(C2=C1)C)N (2-cyclobutyl-4-methyl-2H-indazol-6-amine). Starting materials: Brc1cncc(Br)c1, O=C([O-])[O-], COCCOC, [Na+], [Na+], OB(O)c1ccccc1. Product: Brc1cncc(-c2ccccc2)c1. As a reaction SMILES: [Br:10][c:11]1[cH:12][n:13][cH:14][c:15]([Br:16])[cH:17]1.[C:24](=[O:25])([O-:26])[O-:27].[CH3:18][O:19][CH2:20][CH2:21][O:22][CH3:23].[Na+:28].[Na+:29].[OH:1][B:2]([OH:3])[c:4]1[cH:5][cH:6][cH:7][cH:8][cH:9]1>>[c:4]1(-[c:15]2[cH:14][n:13][cH:12][c:11]([Br:10])[cH:17]2)[cH:5][cH:6][cH:7][cH:8][cH:9]1. The reactants are C=CC(OC(=O)OCC)C1OC(n2cc(C)c(=O)[nH]c2=O)([SiH](C)C)CC1OC(C)(C)C, O=C(Cl)c1ccccc1, CCOC(C)=O, CCN(C(C)C)C(C)C, c1ccncc1. The product is C=CC(OC(=O)OCC)C1OC(n2cc(C)c(=O)n(C(=O)c3ccccc3)c2=O)([SiH](C)C)CC1OC(C)(C)C. RXN SMILES: [C:1](=[O:2])([O:3][CH2:4][CH3:5])[O:6][CH:7]([CH:8]1[CH:9]([O:25][C:26]([CH3:27])([CH3:28])[CH3:29])[CH2:10][C:11]([n:13]2[c:14](=[O:15])[nH:16][c:17](=[O:18])[c:19]([CH3:20])[cH:21]2)([SiH:22]([CH3:23])[CH3:24])[O:12]1)[CH:30]=[CH2:31].[C:32]([c:33]1[cH:34][cH:35][cH:36][cH:37][cH:38]1)(=[O:39])[Cl:40].[CH3:56][CH2:57][O:58][C:59](=[O:60])[CH3:61].[CH:41]([N:42]([CH:43]([CH3:44])[CH3:45])[CH2:46][CH3:47])([CH3:48])[CH3:49].[cH:50]1[cH:51][cH:52][n:53][cH:54][cH:55]1>>[C:1](=[O:2])([O:3][CH2:4][CH3:5])[O:6][CH:7]([CH:8]1[CH:9]([O:25][C:26]([CH3:27])([CH3:28])[CH3:29])[CH2:10][C:11]([n:13]2[c:14](=[O:15])[n:16]([C:32]([c:33]3[cH:34][cH:35][cH:36][cH:37][cH:38]3)=[O:39])[c:17](=[O:18])[c:19]([CH3:20])[cH:21]2)([SiH:22]([CH3:23])[CH3:24])[O:12]1)[CH:30]=[CH2:31]. The reactants are C(C)N1N=CC=2C1=NC=C(C2NC2CCOCC2)C(=O)O (1-Ethyl-4-(tetrahydro-2H-pyran-4-ylamino)-1H-pyrazolo[3,4-b]pyridine-5-carboxylic acid), N[C@@H](CO)C1=CC=CC=C1 ((2R)-2-Amino-2-phenylethanol), C(CCl)Cl (EDC), C=1C=CC2=C(C1)N=NN2O (HOBT). The product is C(C)N1N=CC=2C1=NC=C(C2NC2CCOCC2)C(=O)N[C@@H](CO)C2=CC=CC=C2 (1-Ethyl-N-[(1R)-2-hydroxy-1-phenylethyl]-4-(tetrahydro-2H-pyran-4-ylamino)-1H-pyrazolo[3,4-b]pyridine-5-carboxamide). Reported procedure: Intermediate 17 (0.25 g, 0.86 mmol), EDC (0.23 g, 1.2 mmol) and HOBT (0.139 g, 1.03 mmol) were suspended in DMF (5 ml) and the suspension was stirred at room temperature. After 25 min, (2R)-2-Amino-2-phenylethanol (0.13 g, 0.95 mmol, commercially available from Aldrich) was added, and the mixture was stirred at room temperature for 20 hours. Solvents were removed in vacuo and the residue was dissolved in DCM (50 ml) and washed successively with water (25 ml) and 5% sodium hydrogen carbonate solu... Reaction conditions: time 25 minute. RXN SMILES: [CH2:1]([N:3]1[C:7]2=[N:8][CH:9]=[C:10]([C:19](O)=[O:20])[C:11]([NH:12][CH:13]3[CH2:18][CH2:17][O:16][CH2:15][CH2:14]3)=[C:6]2[CH:5]=[N:4]1)[CH3:2].C(Cl)CCl.C1C=CC2N(O)N=NC=2C=1.[NH2:36][C@H:37]([C:40]1[CH:45]=[CH:44][CH:43]=[CH:42][CH:41]=1)[CH2:38][OH:39]>CN(C=O)C>[CH2:1]([N:3]1[C:7]2=[N:8][CH:9]=[C:10]([C:19]([NH:36][C@H:37]([C:40]3[CH:45]=[CH:44][CH:43]=[CH:42][CH:41]=3)[CH2:38][OH:39])=[O:20])[C:11]([NH:12][CH:13]3[CH2:18][CH2:17][O:16][CH2:15][CH2:14]3)=[C:6]2[CH:5]=[N:4]1)[CH3:2]. The solvent is CN(C)C=O (DMF).